From a dataset of the Open Reaction Database (ORD), a public repository of structured organic reaction records. describe an organic reaction: reactants, conditions, products, and yield Conditions: time 3 hour. The yield is 30.9%. Product: C(C)OC=1C=CC=2N(C1)N=C(C2F)C2=CC=C(OC[C@H](C)NC(OC(C)(C)C)=O)C=C2 (tert-butyl {(1S)-2-[4-(6-ethoxy-3-fluoropyrazolo[1,5-a]pyridin-2-yl)phenoxy]-1-methylethyl}carbamate). Run in C(C)#N (acetonitrile). Procedure: A mixture of tert-butyl {(1S)-2-[4-(6-ethoxypyrazolo[1,5-a]pyridin-2-yl)phenoxy]-1-methylethyl}carbamate (400 mg), 1,1′-difluoro-2,2′-bipyridinium bis(tetrafluoroborate) (358 mg) and acetonitrile (3 mL) was stirred at room temperature for 3 hr. The reaction mixture was neutralized with saturated aqueous sodium hydrogen carbonate solution, and extracted with ethyl acetate. The separated organic layer was washed with water and saturated brine, and dried over anhydrous magnesium sulfate, and the so... RXN SMILES: [CH2:1]([O:3][C:4]1[CH:5]=[CH:6][C:7]2[N:8]([N:10]=[C:11]([C:13]3[CH:30]=[CH:29][C:16]([O:17][CH2:18][C@@H:19]([NH:21][C:22](=[O:28])[O:23][C:24]([CH3:27])([CH3:26])[CH3:25])[CH3:20])=[CH:15][CH:14]=3)[CH:12]=2)[CH:9]=1)[CH3:2].[F:31][B-](F)(F)F.F[B-](F)(F)F.F[N+]1C=CC=CC=1C1C=CC=C[N+]=1F.C(=O)([O-])O.[Na+]>C(#N)C>[CH2:1]([O:3][C:4]1[CH:5]=[CH:6][C:7]2[N:8]([N:10]=[C:11]([C:13]3[CH:30]=[CH:29][C:16]([O:17][CH2:18][C@@H:19]([NH:21][C:22](=[O:28])[O:23][C:24]([CH3:25])([CH3:27])[CH3:26])[CH3:20])=[CH:15][CH:14]=3)[C:12]=2[F:31])[CH:9]=1)[CH3:2] |f:1.2.3,4.5|. Reactants: C(C)OC=1C=CC=2N(C1)N=C(C2)C2=CC=C(OC[C@H](C)NC(OC(C)(C)C)=O)C=C2 (tert-butyl {(1S)-2-[4-(6-ethoxypyrazolo[1,5-a]pyridin-2-yl)phenoxy]-1-methylethyl}carbamate), F[B-](F)(F)F.F[B-](F)(F)F.F[N+]1=C(C=CC=C1)C1=[N+](C=CC=C1)F (1,1′-difluoro-2,2′-bipyridinium bis(tetrafluoroborate)), C(O)([O-])=O.[Na+] (sodium hydrogen carbonate). Reactants: [Al+3], N#Cc1ccc2c(-c3ccccc3)csc2c1, C1CCOC1, [H-], [H-], [H-], [H-], [Li+], [Na+], [OH-], O. Reaction SMILES: [Al+3:19].[C:1](#[N:2])[c:3]1[cH:4][c:5]2[c:6]([c:7](-[c:10]3[cH:11][cH:12][cH:13][cH:14][cH:15]3)[cH:8][s:9]2)[cH:16][cH:17]1.[CH2:27]1[O:28][CH2:29][CH2:30][CH2:31]1.[H-:18].[H-:21].[H-:22].[H-:23].[Li+:20].[Na+:26].[OH-:25].[OH2:24]>>[CH2:1]([NH2:2])[c:3]1[cH:4][c:5]2[c:6]([c:7](-[c:10]3[cH:11][cH:12][cH:13][cH:14][cH:15]3)[cH:8][s:9]2)[cH:16][cH:17]1. The product is NCc1ccc2c(-c3ccccc3)csc2c1. Starting materials: O (water), NCC(COC=1SC(=CN1)C(N(C)C)=O)O (2-(3-Amino-2-hydroxypropoxy)-5-(N,N-dimethylcarbamoyl)thiazole), [H][H] (hydrogen), C(C)(=O)O (acetic acid). The solvent is C(Cl)(Cl)Cl (chloroform), CO (methanol), O1CCCC1 (tetrahydrofuran). Conditions: temperature 0 celsius, time 1 hour. Yields the product NCC(COC=1SC(=CN1)CN(C)C)O (2-(3-Amino-2-hydroxypropoxy)-5-(N,N-dimethylaminomethyl)thiazole). As a reaction SMILES: [NH2:1][CH2:2][CH:3]([OH:16])[CH2:4][O:5][C:6]1[S:7][C:8]([C:11](=O)[N:12]([CH3:14])[CH3:13])=[CH:9][N:10]=1.C(O)(=O)C.[H][H].O>O1CCCC1.C(Cl)(Cl)Cl.CO>[NH2:1][CH2:2][CH:3]([OH:16])[CH2:4][O:5][C:6]1[S:7][C:8]([CH2:11][N:12]([CH3:13])[CH3:14])=[CH:9][N:10]=1. Reported procedure: The product from Example 11 (2.0 g, 8.2 mmol) can be added to a solution of borane dimethylsulfide complex (2.5 g, 33 mmol) in 25 ml of dry tetrahydrofuran at room temperature. After one hour, the mixture can be heated to reflux for 4 hours under nitrogen. The resulting suspension can then be cooled to 0° C., cautiously treated dropwise with 5 ml of glacial acetic acid and, after hydrogen evolution ceases, the solution can be heated to reflux for 8 hours. The mixture can then be cooled to 0° C.,...